From a dataset of the Open Reaction Database (ORD), a public repository of structured organic reaction records. describe an organic reaction: reactants, conditions, products, and yield The product is CC1(C)OC2Cc3ccccc3C2N1C(=O)C(O)(CCO)Cc1ccccc1. RXN SMILES: [CH2:19]([c:20]1[cH:21][cH:22][cH:23][cH:24][cH:25]1)[C:26]([C:27](=[O:28])[N:29]1[C:30]([CH3:41])([CH3:42])[O:31][CH:32]2[CH:33]1[c:34]1[cH:35][cH:36][cH:37][cH:38][c:39]1[CH2:40]2)([CH2:43][CH2:44][O:45][Si:46]([C:47]([CH3:48])([CH3:49])[CH3:50])([c:51]1[cH:52][cH:53][cH:54][cH:55][cH:56]1)[c:57]1[cH:58][cH:59][cH:60][cH:61][cH:62]1)[OH:63].[CH2:2]([N+:3]([CH2:4][CH2:5][CH2:6][CH3:7])([CH2:8][CH2:9][CH2:10][CH3:11])[CH2:12][CH2:13][CH2:14][CH3:15])[CH2:16][CH2:17][CH3:18].[CH2:64]1[O:65][CH2:66][CH2:67][CH2:68]1.[F-:1]>>[CH2:19]([c:20]1[cH:21][cH:22][cH:23][cH:24][cH:25]1)[C:26]([C:27](=[O:28])[N:29]1[C:30]([CH3:41])([CH3:42])[O:31][CH:32]2[CH:33]1[c:34]1[cH:35][cH:36][cH:37][cH:38][c:39]1[CH2:40]2)([CH2:43][CH2:44][OH:45])[OH:63]. The reactants are CC1(C)OC2Cc3ccccc3C2N1C(=O)C(O)(CCO[Si](c1ccccc1)(c1ccccc1)C(C)(C)C)Cc1ccccc1, CCCC[N+](CCCC)(CCCC)CCCC, C1CCOC1, [F-]. Reactants: C1CCOC1, Nc1nc(N)c2nc(CO)ccc2n1, BrP(Br)Br. The product is Nc1nc(N)c2nc(CBr)ccc2n1. As a reaction SMILES: [CH2:19]1[O:20][CH2:21][CH2:22][CH2:23]1.[NH2:1][c:2]1[n:3][c:4]([NH2:14])[c:5]2[c:6]([n:7]1)[cH:8][cH:9][c:10]([CH2:12][OH:13])[n:11]2.[P:15]([Br:16])([Br:17])[Br:18]>>[NH2:1][c:2]1[n:3][c:4]([NH2:14])[c:5]2[c:6]([n:7]1)[cH:8][cH:9][c:10]([CH2:12][Br:16])[n:11]2. Reactants: N1(CCCC1)C/C=C(\C1=CC=C(C=C1)C)/C=1C=C(CO)C=CC1 (3-(3-pyrrolidino-1-(4-tolyl)-prop-1E-enyl)benzyl alcohol), [Mn](=O)(=O)([O-])[O-].[Ba+2] (barium manganate). Run in ClCCl (dichloromethane). Reaction conditions: time 7 hour. The product is N1(CCCC1)C/C=C(\C1=CC=C(C=C1)C)/C=1C=C(C=O)C=CC1 (3-(3-pyrrolidino-1-(4-tolyl)prop-1E-enyl)benzaldehyde). Yield: 99.7%. Reaction SMILES: [N:1]1([CH2:6]/[CH:7]=[C:8](/[C:16]2[CH:17]=[C:18]([CH:21]=[CH:22][CH:23]=2)[CH2:19][OH:20])\[C:9]2[CH:14]=[CH:13][C:12]([CH3:15])=[CH:11][CH:10]=2)[CH2:5][CH2:4][CH2:3][CH2:2]1.[Mn]([O-])([O-])(=O)=O.[Ba+2]>ClCCl>[N:1]1([CH2:6]/[CH:7]=[C:8](/[C:16]2[CH:17]=[C:18]([CH:21]=[CH:22][CH:23]=2)[CH:19]=[O:20])\[C:9]2[CH:14]=[CH:13][C:12]([CH3:15])=[CH:11][CH:10]=2)[CH2:5][CH2:4][CH2:3][CH2:2]1 |f:1.2|. Reported procedure: To a stirred solution of the above 3-(3-pyrrolidino-1-(4-tolyl)-prop-1E-enyl)benzyl alcohol (1.1 g) in dichloromethane (75 mL) was added barium manganate (Firouzabadi and Ghaderi, Tetrahedron Letters, 1978, 839) and the mixture was kept at 40° for 7 hours, and left at room temperature for 16 hours. The solid was removed by filtration and the filtrate was evaporated to give the crude 3-(3-pyrrolidino-1-(4-tolyl)prop-1E-enyl)benzaldehyde (1.09 g) which was not further purified. To a stirred suspen... Starting materials: O=C(CBr)Nc1ccccc1, CC#N, O=C(OC1CN2CCC1CC2)C1(c2ccccc2)CCCCCC1. Yields the product [Br-], O=C(C[N+]12CCC(CC1)C(OC(=O)C1(c3ccccc3)CCCCCC1)C2)Nc1ccccc1. As a reaction SMILES: [Br:25][CH2:26][C:27](=[O:28])[NH:29][c:30]1[cH:31][cH:32][cH:33][cH:34][cH:35]1.[CH3:36][C:37]#[N:38].[N:1]12[CH2:2][CH:3]([O:9][C:10](=[O:11])[C:12]3([c:19]4[cH:20][cH:21][cH:22][cH:23][cH:24]4)[CH2:13][CH2:14][CH2:15][CH2:16][CH2:17][CH2:18]3)[CH:4]([CH2:5][CH2:6]1)[CH2:7][CH2:8]2>>[Br-:25].[N+:1]12([CH2:26][C:27](=[O:28])[NH:29][c:30]3[cH:31][cH:32][cH:33][cH:34][cH:35]3)[CH2:2][CH:3]([O:9][C:10](=[O:11])[C:12]3([c:19]4[cH:20][cH:21][cH:22][cH:23][cH:24]4)[CH2:13][CH2:14][CH2:15][CH2:16][CH2:17][CH2:18]3)[CH:4]([CH2:5][CH2:6]1)[CH2:7][CH2:8]2.